Dataset: the Open Reaction Database (ORD), a public repository of structured organic reaction records. Task: describe an organic reaction: reactants, conditions, products, and yield The reactants are O (H2O), C=O (paraformaldehyde), BrC1=CC(=C(C=C1)C=CC(=O)NC1=CC=C(C=C1)Cl)F (3-(4-bromo-2-fluoro-phenyl)-N-(4-chloro-phenyl)-acrylamide), N(C)CC(=O)O (sarcosine). The solvent is C1(=CC=CC=C1)C (toluene). Run at time 4 hour. The product is ClC1=CC=C(C=C1)NC(=O)C1CN(CC1C1=C(C=C(C=C1)Br)F)C (4-(4-bromo-2-fluoro-phenyl)-1-methyl-pyrrolidine-3-carboxylic acid (4-chloro-phenyl)-amide). Yield: 40.0%. As a reaction SMILES: [CH2:1]=O.[Br:3][C:4]1[CH:9]=[CH:8][C:7]([CH:10]=[CH:11][C:12]([NH:14][C:15]2[CH:20]=[CH:19][C:18]([Cl:21])=[CH:17][CH:16]=2)=[O:13])=[C:6]([F:22])[CH:5]=1.[NH:23]([CH2:25]C(O)=O)[CH3:24].O>C1(C)C=CC=CC=1>[Cl:21][C:18]1[CH:17]=[CH:16][C:15]([NH:14][C:12]([CH:11]2[CH:10]([C:7]3[CH:8]=[CH:9][C:4]([Br:3])=[CH:5][C:6]=3[F:22])[CH2:1][N:23]([CH3:25])[CH2:24]2)=[O:13])=[CH:20][CH:19]=1. Reported procedure: A mixture of paraformaldehyde (15.3 g, 0.51 mol) and 3-(4-bromo-2-fluoro-phenyl)-N-(4-chloro-phenyl)-acrylamide (15 g, 42.5 mmol) was heated under reflux in toluene (150 mL), and sarcosine (15.2 g, 170 mmol, 4.0 equiv) was added in 4 portions over 4 hrs, the H2O formed was removed with the aid of a Dean-Stark trap. After 4 hours, the cooled mixture was filtered. The filtrate was concentrated, and the residue was purified by chromatography on silica gel eluted with dichloromethane-methanol to giv... Starting materials: Brc1cnc(I)nc1, O=C([O-])[O-], CCO, Cc1ccccc1, Cc1cc(B2OC(C)(C)C(C)(C)O2)ccn1, [Na+], [Na+], O, c1ccc(P(c2ccccc2)(c2ccccc2)[Pd](P(c2ccccc2)(c2ccccc2)c2ccccc2)(P(c2ccccc2)(c2ccccc2)c2ccccc2)P(c2ccccc2)(c2ccccc2)c2ccccc2)cc1. Yields the product Cc1cc(-c2ncc(Br)cn2)ccn1. As a reaction SMILES: [Br:1][c:2]1[cH:3][n:4][c:5]([I:8])[n:6][cH:7]1.[C:25](=[O:26])([O-:27])[O-:28].[CH3:115][CH2:116][OH:117].[CH3:31][c:32]1[cH:33][cH:34][cH:35][cH:36][cH:37]1.[CH3:9][c:10]1[n:11][cH:12][cH:13][c:14]([B:16]2[O:17][C:18]([CH3:19])([CH3:20])[C:21]([CH3:22])([CH3:23])[O:24]2)[cH:15]1.[Na+:29].[Na+:30].[OH2:118].[cH:38]1[cH:39][cH:40][c:41]([P:42]([Pd:43]([P:44]([c:45]2[cH:46][cH:47][cH:48][cH:49][cH:50]2)([c:51]2[cH:52][cH:53][cH:54][cH:55][cH:56]2)[c:57]2[cH:58][cH:59][cH:60][cH:61][cH:62]2)([P:63]([c:64]2[cH:65][cH:66][cH:67][cH:68][cH:69]2)([c:70]2[cH:71][cH:72][cH:73][cH:74][cH:75]2)[c:76]2[cH:77][cH:78][cH:79][cH:80][cH:81]2)[P:82]([c:83]2[cH:84][cH:85][cH:86][cH:87][cH:88]2)([c:89]2[cH:90][cH:91][cH:92][cH:93][cH:94]2)[c:95]2[cH:96][cH:97][cH:98][cH:99][cH:100]2)([c:101]2[cH:102][cH:103][cH:104][cH:105][cH:106]2)[c:107]2[cH:108][cH:109][cH:110][cH:111][cH:112]2)[cH:113][cH:114]1>>[Br:1][c:2]1[cH:3][n:4][c:5](-[c:14]2[cH:13][cH:12][n:11][c:10]([CH3:9])[cH:15]2)[n:6][cH:7]1. Starting materials: COC1=C(C(=O)O)C=C(C=C1)NC(C)=O (2-methoxy-5-acetamidobenzoic acid), Cl.C(C)OCCN1C(=NC2=C1C=CC=C2)N2CCN(CCC2)CCC2(CNCC2)C2=CC=CC=C2 (3-(2-(4-(1-(2-ethoxyethyl)-1H-benzimidazol-2-yl)[1,4]diazepan-1-yl)ethyl)-3-phenylpyrrolidine hydrochloric acid salt). Product: COC1=C(C(=O)N2CC(CC2)(C2=CC=CC=C2)CCN2CCN(CCC2)C2=NC3=C(N2CCOCC)C=CC=C3)C=C(C=C1)NC(C)=O (1-(2-Methoxy-5-acetamidobenzoyl)-3-(2-(4-(1-(2-ethoxyethyl)-1H-benzimidazol-2-yl)[1,4]diazepan-1-yl)ethyl)-3-phenylpyrrolidine). RXN SMILES: [CH3:1][O:2][C:3]1[CH:11]=[CH:10][C:9]([NH:12][C:13](=[O:15])[CH3:14])=[CH:8][C:4]=1[C:5]([OH:7])=O.Cl.[CH2:17]([O:19][CH2:20][CH2:21][N:22]1[C:26]2[CH:27]=[CH:28][CH:29]=[CH:30][C:25]=2[N:24]=[C:23]1[N:31]1[CH2:37][CH2:36][CH2:35][N:34]([CH2:38][CH2:39][C:40]2([C:45]3[CH:50]=[CH:49][CH:48]=[CH:47][CH:46]=3)[CH2:44][CH2:43][NH:42][CH2:41]2)[CH2:33][CH2:32]1)[CH3:18]>>[CH3:1][O:2][C:3]1[CH:11]=[CH:10][C:9]([NH:12][C:13](=[O:15])[CH3:14])=[CH:8][C:4]=1[C:5]([N:42]1[CH2:43][CH2:44][C:40]([CH2:39][CH2:38][N:34]2[CH2:35][CH2:36][CH2:37][N:31]([C:23]3[N:22]([CH2:21][CH2:20][O:19][CH2:17][CH3:18])[C:26]4[CH:27]=[CH:28][CH:29]=[CH:30][C:25]=4[N:24]=3)[CH2:32][CH2:33]2)([C:45]2[CH:50]=[CH:49][CH:48]=[CH:47][CH:46]=2)[CH2:41]1)=[O:7] |f:1.2|. Procedure: Prepare by the method of Example 56.1 using 2-methoxy-5-acetamidobenzoic acid and 3-(2-(4-(1-(2-ethoxyethyl)-1H-benzimidazol-2-yl)[1,4]diazepan-1-yl)ethyl)-3-phenylpyrrolidine hydrochloric acid salt (prepared from (−)-3-phenyl-3-(2-hydroxyethyl)pyrrolidine(R,R)-di-p-anisoyltartaric acid salt) to give the title compound: Rf=0.18 (silica gel, 1/1 ethyl acetate/methanol). Reactants: COc1cc(C=O)cc(c1O)[N+]([O-])=O, CC1=CN=C(C=C1)N, [C-]#[N+]C1CCCCC1. The reagents and catalysts are O=C(O)C(F)(F)F (trifluoroacetic acid). The solvent is CC(C)O (isopropyl alcohol), CC(C)O (isopropylalcohol). Conditions: temperature 22 celsius, time 20 hour. The product is Cc1ccc2nc(c3cc(c(c(c3)OC)O)[N+]([O-])=O)c(NC3CCCCC3)n2c1. The yield is 0.0%. As a reaction SMILES: CC1=CC=C(N)N=C1.[C-]#[N+]C1CCCCC1.COC1=CC(C=O)=CC(=C1O)N(=O)=O>>COC1=CC(=CC(=C1O)N(=O)=O)C1=C(NC2CCCCC2)N2C=C(C)C=CC2=N1. Reactants: O=C(Nc1ccc([N+](=O)[O-])cn1)c1cc(OCc2ccccc2)cc(OCc2ccccc2)c1, [Cl-], CN(C)C=O, O, O, O, O, O, O, O, [Zn]. Yields the product Nc1ccc(NC(=O)c2cc(OCc3ccccc3)cc(OCc3ccccc3)c2)nc1. Reaction SMILES: [CH2:1]([c:2]1[cH:3][cH:4][cH:5][cH:6][cH:7]1)[O:8][c:9]1[cH:10][c:11]([C:12](=[O:13])[NH:14][c:15]2[n:16][cH:17][c:18]([N+:21]([O-:22])=[O:23])[cH:19][cH:20]2)[cH:24][c:25]([O:27][CH2:28][c:29]2[cH:30][cH:31][cH:32][cH:33][cH:34]2)[cH:26]1.[Cl-:41].[O:42]=[CH:43][N:44]([CH3:45])[CH3:46].[OH2:35].[OH2:36].[OH2:37].[OH2:38].[OH2:39].[OH2:40].[OH2:47].[Zn:48]>>[CH2:1]([c:2]1[cH:3][cH:4][cH:5][cH:6][cH:7]1)[O:8][c:9]1[cH:10][c:11]([C:12](=[O:13])[NH:14][c:15]2[n:16][cH:17][c:18]([NH2:21])[cH:19][cH:20]2)[cH:24][c:25]([O:27][CH2:28][c:29]2[cH:30][cH:31][cH:32][cH:33][cH:34]2)[cH:26]1. Starting materials: FC(S(=O)(=O)OC1=CC(=C(C=C1)C1(CC1)OCC)C(C)C)(F)F (4-(1-ethoxycyclopropyl)-3-isopropyl-phenyl 1,1,1-trifluoromethansulfonate), FC(S(=O)(=O)OC1=CC(=C(C=C1)C1(CC1)OCC)C(C)C)(F)F (4-(1-ethoxycyclopropyl)-3-isopropyl-phenyl 1,1,1-trifluoromethansulfonate), C[Si](C)(C)C#C (Trimethylsilylacetylene), 5d. The reagents and catalysts are Cl[Pd]([P](C1=CC=CC=C1)(C2=CC=CC=C2)C3=CC=CC=C3)([P](C4=CC=CC=C4)(C5=CC=CC=C5)C6=CC=CC=C6)Cl (dichlorobis-(triphenylphosphine)palladium(II)). The solvent is C(C)N(CC)CC (triethylamine), CN(C)C=O (DMF). Yields the product C(C)OC1(CC1)C1=C(C=C(C=C1)C#C[Si](C)(C)C)C(C)C ([4-(1-Ethoxycyclopropyl)-3-isopropyl-phenylethynyl]-trimethylsilane), EtOAc—hexanes. Isolated yield 0.0%. RXN SMILES: FC(F)(F)S(O[C:7]1[CH:12]=[CH:11][C:10]([C:13]2([O:16][CH2:17][CH3:18])[CH2:15][CH2:14]2)=[C:9]([CH:19]([CH3:21])[CH3:20])[CH:8]=1)(=O)=O.[CH3:24][Si:25]([C:28]#[CH:29])([CH3:27])[CH3:26]>C(N(CC)CC)C.CN(C=O)C.Cl[Pd](Cl)([P](C1C=CC=CC=1)(C1C=CC=CC=1)C1C=CC=CC=1)[P](C1C=CC=CC=1)(C1C=CC=CC=1)C1C=CC=CC=1>[CH2:17]([O:16][C:13]1([C:10]2[CH:11]=[CH:12][C:7]([C:29]#[C:28][Si:25]([CH3:27])([CH3:26])[CH3:24])=[CH:8][C:9]=2[CH:19]([CH3:21])[CH3:20])[CH2:15][CH2:14]1)[CH3:18] |^1:44,63|. Reported procedure: Using General Procedure D; 4-(1-ethoxycyclopropyl)-3-isopropyl-phenyl 1,1,1-trifluoromethansulfonate (Intermediate 101, 240.0 mg, 0.68 mmol) in triethylamine (2 mL) and DMF (6 mL) was sparged with argon for 5 minutes. Trimethylsilylacetylene (0.70 g, 7.1 mmols) was then added followed by dichlorobis-(triphenylphosphine)palladium(II) (38.0 mg, 0.05 mmol). The resulting reaction mixture was heated to 95° C. for 5d. The title compound, 200.0 mg (99%), was isolated by chromatography (0-2% EtOAc—hexa... The reactants are FC1=CC=C(C=C1)N1N=CC(=C(C1=O)OS(=O)(=O)C1=CC=C(C)C=C1)C1=CC=C(C=C1)S(=O)(=O)C (2-(4-fluorophenyl)-4-tosyloxy-5-[4-(methylsulfonyl)phenyl]-3(2H)-pyridazinone), CC(CCCO)C (4-methyl-1-pentanol), N (NH3). The product is FC1=CC=C(C=C1)N1N=CC(=C(C1=O)OCCCC(C)C)C1=CC=C(C=C1)S(=O)(=O)C (2-(4-Fluorophenyl)-4-(4-methylpentyloxy)-5-[4-(methylsulfonyl)phenyl]-3(2H)-pyridazinone). RXN SMILES: [F:1][C:2]1[CH:7]=[CH:6][C:5]([N:8]2[C:13](=[O:14])[C:12]([O:15]S(C3C=CC(C)=CC=3)(=O)=O)=[C:11]([C:26]3[CH:31]=[CH:30][C:29]([S:32]([CH3:35])(=[O:34])=[O:33])=[CH:28][CH:27]=3)[CH:10]=[N:9]2)=[CH:4][CH:3]=1.[CH3:36][CH:37]([CH3:42])[CH2:38][CH2:39][CH2:40]O.N>>[F:1][C:2]1[CH:7]=[CH:6][C:5]([N:8]2[C:13](=[O:14])[C:12]([O:15][CH2:40][CH2:39][CH2:38][CH:37]([CH3:42])[CH3:36])=[C:11]([C:26]3[CH:27]=[CH:28][C:29]([S:32]([CH3:35])(=[O:34])=[O:33])=[CH:30][CH:31]=3)[CH:10]=[N:9]2)=[CH:4][CH:3]=1. Reported procedure: The title compound was prepared according to the method of Example 335, starting with 2-(4-fluorophenyl)-4-tosyloxy-5-[4-(methylsulfonyl)phenyl]-3(2H)-pyridazinone in place of 2-(3-chlorophenyl)-4-tosyloxy-5-[4-(methylsulfonyl)phenyl]-3(2H)-pyridazinone and substituting 4-methyl-1-pentanol in place of isobutanol (yield: 0.128 g, 85%). mp 123-125° C. 1H NMR (300 MHz, DMSO d6) δ 0.74 (d, J=6 Hz, 6H), 1.03 (m, 2H), 1.39 (m, 1H), 1.54 (m, 2H), 3.28 (s, 3H), 4.39 (t, J=6 Hz, 2H), 7.37 (m, 2H), 7.66 (...